Dataset: the Open Reaction Database (ORD), a public repository of structured organic reaction records. Task: describe an organic reaction: reactants, conditions, products, and yield The reactants are C[Si](C)(C)CCOCn1ncc2c(c(CBr)c(Br)n2COCC[Si](C)(C)C)c1=O, OC1CCC1, [H-], [Na+], C1CCOC1, O. The product is C[Si](C)(C)CCOCn1ncc2c(c(COC3CCC3)c(Br)n2COCC[Si](C)(C)C)c1=O. RXN SMILES: [Br:13][c:14]1[c:15]([CH2:40][Br:41])[c:16]2[c:17]([cH:18][n:19][n:20]([CH2:23][O:24][CH2:25][CH2:26][Si:27]([CH3:28])([CH3:29])[CH3:30])[c:21]2=[O:22])[n:31]1[CH2:32][O:33][CH2:34][CH2:35][Si:36]([CH3:37])([CH3:38])[CH3:39].[CH:6]1([OH:10])[CH2:7][CH2:8][CH2:9]1.[H-:11].[Na+:12].[O:1]1[CH2:2][CH2:3][CH2:4][CH2:5]1.[OH2:42]>>[CH:6]1([O:10][CH2:40][c:15]2[c:14]([Br:13])[n:31]([CH2:32][O:33][CH2:34][CH2:35][Si:36]([CH3:37])([CH3:38])[CH3:39])[c:17]3[c:16]2[c:21](=[O:22])[n:20]([CH2:23][O:24][CH2:25][CH2:26][Si:27]([CH3:28])([CH3:29])[CH3:30])[n:19][cH:18]3)[CH2:7][CH2:8][CH2:9]1. The reactants are Br.OC=1C(=NC=CC1)C=1C=C(C=CC1)[N+](=O)[O-] (3-(3-hydroxypyridin-2-yl)nitrobenzene hydrobromide), N1C=NC=C1 (imidazole), [Si](C)(C)(C(C)(C)C)Cl (tert-butyldimethylsilyl chloride). The solvent is C(C)(=O)OCC (ethyl acetate), CN(C=O)C (N,N-dimethylformamide). Conditions: time 18 hour. Product: [Si](C)(C)(C(C)(C)C)OC=1C(=NC=CC1)C=1C=C(C=CC1)[N+](=O)[O-] (3-(3-tert-butyldimethylsilyloxypyridin-2-yl)nitrobenzene). The yield is 99.5%. As a reaction SMILES: Br.[OH:2][C:3]1[C:4]([C:9]2[CH:10]=[C:11]([N+:15]([O-:17])=[O:16])[CH:12]=[CH:13][CH:14]=2)=[N:5][CH:6]=[CH:7][CH:8]=1.N1C=CN=C1.[Si:23](Cl)([C:26]([CH3:29])([CH3:28])[CH3:27])([CH3:25])[CH3:24]>CN(C)C=O.C(OCC)(=O)C>[Si:23]([O:2][C:3]1[C:4]([C:9]2[CH:10]=[C:11]([N+:15]([O-:17])=[O:16])[CH:12]=[CH:13][CH:14]=2)=[N:5][CH:6]=[CH:7][CH:8]=1)([C:26]([CH3:29])([CH3:28])[CH3:27])([CH3:25])[CH3:24] |f:0.1|. Reported procedure: To a stirred suspension of 3-(3-hydroxypyridin-2-yl)nitrobenzene hydrobromide (0.3 g) and imidazole (165 mg) in N,N-dimethylformamide (3 ml) was added tert-butyldimethylsilyl chloride (183 mg), and the mixture was stirred for 18 hours. The mixture was diluted with ethyl acetate and washed with a saturated aqueous sodium hydrogencarbonate solution and brine. The separated organic layer was dried over sodium sulfate and evaporated under reduced pressure to give 3-(3-tert-butyldimethylsilyloxypyrid... Starting materials: C(CS)(=O)OC (methyl thioglycolate), C(=O)([O-])[O-].[Na+].[Na+] (Na2CO3), [N+](=O)([O-])C1=C(C#N)C=CC(=C1)C#N (Nitroterephthalonitrile). Run in CO (methanol). Yields the product NC1=C(SC2=C1C=CC(=C2)C#N)C(=O)OC (3-Amino-2-carbomethoxy-6-cyano-benzthiophene). Yield: 82.0%. RXN SMILES: [N+]([C:4]1[CH:11]=[C:10]([C:12]#[N:13])[CH:9]=[CH:8][C:5]=1[C:6]#[N:7])([O-])=O.[C:14]([O:18][CH3:19])(=[O:17])[CH2:15][SH:16].C([O-])([O-])=O.[Na+].[Na+]>CO>[NH2:7][C:6]1[C:5]2[CH:8]=[CH:9][C:10]([C:12]#[N:13])=[CH:11][C:4]=2[S:16][C:15]=1[C:14]([O:18][CH3:19])=[O:17] |f:2.3.4|. Reported procedure: Nitroterephthalonitrile (5.0 g, 28.9 mmol), prepared by the method of Gorvin, U.S. Pat. No. 4,250,182, was treated with 1 equivalent methyl thioglycolate and 1 equivalent Na2CO3 in methanol by the prcx:edure described in Example 41A to yield the title compound (5.50 g, 82%). 1H NMR (300 MHz, DMSO) δ 8.50 (s, 1H), 8.32 (d, 1H), 7.80 (dd, 1H), 7.29 (br s, 2H), 3.81 (s, 3H). MS (DCI/NH3) m/e 250 (M+NH4)+. Starting materials: BrCC1CCCCO1, FC(F)(F)c1ccccc1CBr, O=C1Nc2ccccc2C12COc1cc3c(cc12)OCCO3. Product: O=C1N(Cc2ccccc2C(F)(F)F)c2ccccc2C12COc1cc3c(cc12)OCCO3. As a reaction SMILES: [Br:13][CH2:14][CH:15]1[CH2:16][CH2:17][CH2:18][CH2:19][O:20]1.[F:1][C:2]([c:3]1[c:4]([CH2:5][Br:6])[cH:7][cH:8][cH:9][cH:10]1)([F:11])[F:12].[NH:21]1[C:22](=[O:42])[C:23]2([CH2:24][O:25][c:26]3[cH:27][c:28]4[c:29]([cH:34][c:35]32)[O:30][CH2:31][CH2:32][O:33]4)[c:36]2[cH:37][cH:38][cH:39][cH:40][c:41]21>>[F:1][C:2]([c:3]1[c:4]([CH2:5][N:21]2[C:22](=[O:42])[C:23]3([CH2:24][O:25][c:26]4[cH:27][c:28]5[c:29]([cH:34][c:35]43)[O:30][CH2:31][CH2:32][O:33]5)[c:36]3[cH:37][cH:38][cH:39][cH:40][c:41]32)[cH:7][cH:8][cH:9][cH:10]1)([F:11])[F:12]. Starting materials: CC1=C(C=C(C=C1)NC(C1=CC(=CC=C1)C(F)(F)F)=O)C1=NC(=NC(=C1)N1CCOCC1)S(=O)(=O)C (N-(4-methyl-3-(2-(methylsulfonyl)-6-morpholinopyrimidin-4-yl)phenyl)-3-(trifluoromethyl)benzamide), N1C(CCC1)=O (pyrrolidin-2-one), C([O-])([O-])=O.[Cs+].[Cs+] (cesium carbonate). The solvent is O1CCOCC1 (dioxane). Reaction conditions: temperature 120 celsius, time 24 hour. Yields the product CC1=C(C=C(C=C1)NC(C1=CC(=CC=C1)C(F)(F)F)=O)C1=NC(=NC(=C1)N1CCOCC1)N1C(CCC1)=O (N-(4-methyl-3-(6-morpholino-2-(2-oxopyrrolidin-1-yl)pyrimidin-4-yl)phenyl)-3-(trifluoromethyl)benzamide). Reaction SMILES: [CH3:1][C:2]1[CH:7]=[CH:6][C:5]([NH:8][C:9](=[O:20])[C:10]2[CH:15]=[CH:14][CH:13]=[C:12]([C:16]([F:19])([F:18])[F:17])[CH:11]=2)=[CH:4][C:3]=1[C:21]1[CH:26]=[C:25]([N:27]2[CH2:32][CH2:31][O:30][CH2:29][CH2:28]2)[N:24]=[C:23](S(C)(=O)=O)[N:22]=1.[NH:37]1[CH2:41][CH2:40][CH2:39][C:38]1=[O:42].C(=O)([O-])[O-].[Cs+].[Cs+]>O1CCOCC1>[CH3:1][C:2]1[CH:7]=[CH:6][C:5]([NH:8][C:9](=[O:20])[C:10]2[CH:15]=[CH:14][CH:13]=[C:12]([C:16]([F:19])([F:18])[F:17])[CH:11]=2)=[CH:4][C:3]=1[C:21]1[CH:26]=[C:25]([N:27]2[CH2:32][CH2:31][O:30][CH2:29][CH2:28]2)[N:24]=[C:23]([N:37]2[CH2:41][CH2:40][CH2:39][C:38]2=[O:42])[N:22]=1 |f:2.3.4|. Procedure: To a solution of N-(4-methyl-3-(2-(methylsulfonyl)-6-morpholinopyrimidin-4-yl)phenyl)-3-(trifluoromethyl)benzamide (1.0 equiv.) and pyrrolidin-2-one (2.0 equiv.) in dioxane (0.10M) was added cesium carbonate (1.0 equiv.) and the allowed to stir at 120° C. for 24 hours. LCMS analysis indicated formation of the desired product. The volatiles were removed in vacuo. The crude material was purified via preparative reverse phase HPLC. Upon lyophilization of the pure fractions, N-(4-methyl-3-(6-morphol... Starting materials: NCC(=O)N[C@H](CC1CCCCC1)C(=O)O (Glycyl-3-cyclohexyl-D-alanine), ketone, O1COC2=C1C=CC(=C2)C(CS[C@@H]2[C@H](N(C2=O)C2=CC=C(C=C2)Cl)C2=CC=C(OCC(=O)O)C=C2)=O ({4-[(2R,3R)-3-{[2-(1,3-benzodioxol-5-yl)-2-oxoethyl]thio}-1-(4-chlorophenyl)-4-oxoazetidin-2-yl]phenoxy}acetic acid), CN1CCOCC1 (N-methylmorpholine), CN(C)C(=[N+](C)C)ON1C2=C(C=CC=C2)N=N1.[B-](F)(F)(F)F (TBTU). The solvent is CN(C)C=O (DMF). Conditions: temperature 30 celsius, time 1 hour. Product: O1COC2=C1C=CC(=C2)C(CS[C@@H]2[C@H](N(C2=O)C2=CC=C(C=C2)Cl)C2=CC=C(OCC(=O)NCC(=O)N[C@H](CC1CCCCC1)C(=O)O)C=C2)O (N-({4-[(2R,3R)-3-{[2-(1,3-benzodioxol-5-yl)-2-hydroxyethyl]thio}-1-(4-chlorophenyl)-4-oxoazetidin-2-yl]phenoxy}acetyl)glycyl-3-cyclohexyl-D-alanine). Reaction SMILES: [O:1]1[C:5]2[CH:6]=[CH:7][C:8]([C:10](=[O:36])[CH2:11][S:12][C@H:13]3[C:16](=[O:17])[N:15]([C:18]4[CH:23]=[CH:22][C:21]([Cl:24])=[CH:20][CH:19]=4)[C@@H:14]3[C:25]3[CH:35]=[CH:34][C:28]([O:29][CH2:30][C:31](O)=[O:32])=[CH:27][CH:26]=3)=[CH:9][C:4]=2[O:3][CH2:2]1.CN1CCOCC1.CN(C(ON1N=NC2C=CC=CC1=2)=[N+](C)C)C.[B-](F)(F)(F)F.[NH2:66][CH2:67][C:68]([NH:70][C@@H:71]([C:79]([OH:81])=[O:80])[CH2:72][CH:73]1[CH2:78][CH2:77][CH2:76][CH2:75][CH2:74]1)=[O:69]>CN(C=O)C>[O:1]1[C:5]2[CH:6]=[CH:7][C:8]([CH:10]([OH:36])[CH2:11][S:12][C@H:13]3[C:16](=[O:17])[N:15]([C:18]4[CH:23]=[CH:22][C:21]([Cl:24])=[CH:20][CH:19]=4)[C@@H:14]3[C:25]3[CH:35]=[CH:34][C:28]([O:29][CH2:30][C:31]([NH:66][CH2:67][C:68]([NH:70][C@@H:71]([C:79]([OH:81])=[O:80])[CH2:72][CH:73]4[CH2:78][CH2:77][CH2:76][CH2:75][CH2:74]4)=[O:69])=[O:32])=[CH:27][CH:26]=3)=[CH:9][C:4]=2[O:3][CH2:2]1 |f:2.3|. Procedure: To a stirred solution of {4-[(2R,3R)-3-{[2-(1,3-benzodioxol-5-yl)-2-oxoethyl]thio}-1-(4-chlorophenyl)-4-oxoazetidin-2-yl]phenoxy}acetic acid (35.4 mg, 0.067 mmol)) in DMF (3 ml) was added N-methylmorpholine (35 μl, 0.23 mmol). TBTU (29.3 mg, 0.091 mmol) was added and the reaction mixture was stirred at 30° C. for 1 hour. Glycyl-3-cyclohexyl-D-alanine (18.4 mg, 0.081 mmol) was added and the mixture was stirred at ambient temperature for 60 hours. The formation of the ketone of the title compound ... Reactants: BrC=1N=C(C=2N(C1)C=CN2)Br (6,8-dibromoimidazo[1,2-a]pyrazine), C(C)(C)(C)OC(=O)N1CCN(CC1)C1=CC=C(C=C1)N (4-(4-amino-phenyl)-piperazine-1-carboxylic acid tert-butyl ester), C([O-])([O-])=O.[K+].[K+] (potassium carbonate), C(C)#N (acetonitrile). Solvent: CN(C(C)=O)C (N,N-dimethylacetamide), O (water). Reaction conditions: temperature 65 celsius. The product is C(C)(C)(C)OC(=O)N1CCN(CC1)C1=CC=C(C=C1)NC=1C=2N(C=C(N1)Br)C=CN2 (4-[4-(6-bromo-imidazo[1,2-a]pyrazin-8-ylamino)-phenyl]-piperazine-1-carboxylic acid tert-butyl ester). As a reaction SMILES: [Br:1][C:2]1[N:3]=[C:4](Br)[C:5]2[N:6]([CH:8]=[CH:9][N:10]=2)[CH:7]=1.[C:12]([O:16][C:17]([N:19]1[CH2:24][CH2:23][N:22]([C:25]2[CH:30]=[CH:29][C:28]([NH2:31])=[CH:27][CH:26]=2)[CH2:21][CH2:20]1)=[O:18])([CH3:15])([CH3:14])[CH3:13].C(=O)([O-])[O-].[K+].[K+].C(#N)C>O.CN(C)C(=O)C>[C:12]([O:16][C:17]([N:19]1[CH2:24][CH2:23][N:22]([C:25]2[CH:26]=[CH:27][C:28]([NH:31][C:4]3[C:5]4[N:6]([CH:8]=[CH:9][N:10]=4)[CH:7]=[C:2]([Br:1])[N:3]=3)=[CH:29][CH:30]=2)[CH2:21][CH2:20]1)=[O:18])([CH3:15])([CH3:13])[CH3:14] |f:2.3.4|. Reported procedure: A mixture of 6,8-dibromoimidazo[1,2-a]pyrazine (12.5 mmol), 4-(4-amino-phenyl)-piperazine-1-carboxylic acid tert-butyl ester (12) (13.1 mmol), potassium carbonate (25 mmol), acetonitrile (50 mL) and N,N-dimethylacetamide (20 mL) is heated at 65° C. for 16 hrs. The mixture is cooled to room temperature, treated water (100 mL), and extracted with ethyl acetate (3×80 mL). The extracts are washed with water (3×60 mL) and brine (1×60 mL), dried over magnesium sulfate, and concentrated in vacuo. The r... Solvent: CC(=O)N(C)C (DMA), O1CCOCC1 (dioxane). Yields the product FC(C1=CC=C(C=C1)NC=1C2=C(N=C(N1)SC)CN(CC2)C2=NC=CC=C2S(=O)(=O)C)(F)F (N-(4-(Trifluoromethyl)phenyl)-5,6,7,8-tetrahydro-7-(3-(methylsulfonyl)pyridin-2-yl)-2-(methylthio)pyrido[3,4-d]pyrimidin-4-amine). Run at temperature 150 celsius. Reactants: C(C)(C)N(C(C)C)CC (N,N-diisopropylethylamine), FC(C1=CC=C(C=C1)NC=1C2=C(N=C(N1)SC)CNCC2)(F)F (N-(4-(Trifluoromethyl)phenyl)-5,6,7,8-tetrahydro-2-(methylthio)pyrido[3,4-d]pyrimidin-4-amine), ClC1=NC=CC=C1S(=O)(=O)C (2-chloro-3-(methylsulfonyl)pyridine). Isolated yield 52.2%. As a reaction SMILES: [F:1][C:2]([F:23])([F:22])[C:3]1[CH:8]=[CH:7][C:6]([NH:9][C:10]2[C:11]3[CH2:21][CH2:20][NH:19][CH2:18][C:12]=3[N:13]=[C:14]([S:16][CH3:17])[N:15]=2)=[CH:5][CH:4]=1.Cl[C:25]1[C:30]([S:31]([CH3:34])(=[O:33])=[O:32])=[CH:29][CH:28]=[CH:27][N:26]=1.C(N(CC)C(C)C)(C)C>O1CCOCC1.CC(N(C)C)=O>[F:23][C:2]([F:22])([F:1])[C:3]1[CH:8]=[CH:7][C:6]([NH:9][C:10]2[C:11]3[CH2:21][CH2:20][N:19]([C:25]4[C:30]([S:31]([CH3:34])(=[O:33])=[O:32])=[CH:29][CH:28]=[CH:27][N:26]=4)[CH2:18][C:12]=3[N:13]=[C:14]([S:16][CH3:17])[N:15]=2)=[CH:5][CH:4]=1. Procedure: N-(4-(Trifluoromethyl)phenyl)-5,6,7,8-tetrahydro-2-(methylthio)pyrido[3,4-d]pyrimidin-4-amine (320 mg, 0.00089 mol) and 2-chloro-3-(methylsulfonyl)pyridine (200.0 mg, 0.0009915 mol) were dissolved in dioxane (5 mL) and DMA (0.5 mL), N,N-diisopropylethylamine (0.17 g, 0.0013 mol) was added and the mixture was heated in a sealed tube via microwave at 150° C. for 30 min. Solvent was removed and the residue was purified by flash chromatography over silica gel to obtain the product as a white solid (...